This data is from the Open Reaction Database (ORD), a public repository of structured organic reaction records. The task is: describe an organic reaction: reactants, conditions, products, and yield Starting materials: C1(=CC=CC=C1)C (toluene), C(C1=CC=CC=C1)(=O)[C@H]1C(N(C(C1)CC1=CC=C(C=C1)C1=CC=CC=C1)\C=C\C1=CC=CC=C1)=O ((S)-3-Benzoyl-5-biphenyl-4-ylmethyl-1-((E)-styryl)-pyrrolidin-2-one), C=O (paraformaldehyde), CCN(C(C)C)C(C)C (iPr2NEt). The solvent is O1CCCC1 (tetrahydrofuran). Yields the product C1(=CC=C(C=C1)C[C@@H]1CC(C(N1\C=C\C1=CC=CC=C1)=O)=C)C1=CC=CC=C1 ((R)-5-biphenyl-4-ylmethyl-3-methylene-1-((E)-styryl)-pyrrolidin-2-one). Reaction SMILES: [C:1]([C@@H:9]1[CH2:13][CH:12]([CH2:14][C:15]2[CH:20]=[CH:19][C:18]([C:21]3[CH:26]=[CH:25][CH:24]=[CH:23][CH:22]=3)=[CH:17][CH:16]=2)[N:11](/[CH:27]=[CH:28]/[C:29]2[CH:34]=[CH:33][CH:32]=[CH:31][CH:30]=2)[C:10]1=[O:35])(=O)C1C=CC=CC=1.CCN(C(C)C)C(C)C.C=O.C1(C)C=CC=CC=1>O1CCCC1>[C:18]1([C:21]2[CH:22]=[CH:23][CH:24]=[CH:25][CH:26]=2)[CH:17]=[CH:16][C:15]([CH2:14][C@H:12]2[N:11](/[CH:27]=[CH:28]/[C:29]3[CH:30]=[CH:31][CH:32]=[CH:33][CH:34]=3)[C:10](=[O:35])[C:9](=[CH2:1])[CH2:13]2)=[CH:20][CH:19]=1. Procedure: (S)-3-Benzoyl-5-biphenyl-4-ylmethyl-1-((E)-styryl)-pyrrolidin-2-one (4a, R1=styryl, R4=phenyl) (10.0 g, 21.9 mmol) is dissolved in 50 mL of anhydrous tetrahydrofuran, add iPr2NEt (3.7 g, 28.5 mmol) anhydrous Lithium chloride (490 mg, 11.0 mmol) and molecular sieves (2.0 g), refluxed for 30 min under nitrogen atmosphere, then add paraformaldehyde (790 mg, 26.3 mmol), reflux for 2 h under nitrogen atmosphere. The reaction mixture is cooled to room temperature, add 100 mL of toluene, filter to remo... The reactants are C=CCOC(=O)Cl, [Na+], CCOC(=O)C1COCCN1, C1CCOC1, [OH-], O. As a reaction SMILES: [Cl:12][C:13](=[O:14])[O:15][CH2:16][CH:17]=[CH2:18].[Na+:20].[O:1]1[CH2:2][CH:3]([C:7](=[O:8])[O:9][CH2:10][CH3:11])[NH:4][CH2:5][CH2:6]1.[O:21]1[CH2:22][CH2:23][CH2:24][CH2:25]1.[OH-:19].[OH2:26]>>[O:1]1[CH2:2][CH:3]([C:7](=[O:8])[O:9][CH2:10][CH3:11])[N:4]([C:13](=[O:14])[O:15][CH2:16][CH:17]=[CH2:18])[CH2:5][CH2:6]1. The product is C=CCOC(=O)N1CCOCC1C(=O)OCC. The product is C(C)(C)OC1=CC=C(C=C1)N1C(=C(C2=CC(=CC=C12)C1=NC=C(C=C1)C(F)(F)F)C(=O)O)C(=O)O (1-(4-Isopropoxyphenyl)-5-(5-trifluoromethylpyridin-2-yl)indole-2,3-dicarb-oxylic acid). Reported procedure: A mixture of 1-(4-isopropoxyphenyl)-5-(5-trifluoromethylpyridin-2-yl)indole-2,3-dicarboxylic acid diethyl ester hydrochloric salt (150 mg, 0.26 mmol, see step (d) above), NaOH (aq, 2 M, 2 mL) and dioxane (3) mL) was heated at 80° C. for 4 h. After cooling, the reaction mixture was acidified with HCl (aq, IM) to pH 5 and filtered. The solid was recrystallised from EtOAc/petroleum ether to afford the title compound. Yield 96 mg (76%). Reaction SMILES: C([O:3][C:4]([C:6]1[N:7]([C:30]2[CH:35]=[CH:34][C:33]([O:36][CH:37]([CH3:39])[CH3:38])=[CH:32][CH:31]=2)[C:8]2[C:13]([C:14]=1[C:15]([O:17]CC)=[O:16])=[CH:12][C:11]([C:20]1[CH:25]=[CH:24][C:23]([C:26]([F:29])([F:28])[F:27])=[CH:22][N:21]=1)=[CH:10][CH:9]=2)=[O:5])C.[OH-].[Na+].Cl>O1CCOCC1>[CH:37]([O:36][C:33]1[CH:34]=[CH:35][C:30]([N:7]2[C:8]3[C:13](=[CH:12][C:11]([C:20]4[CH:25]=[CH:24][C:23]([C:26]([F:27])([F:29])[F:28])=[CH:22][N:21]=4)=[CH:10][CH:9]=3)[C:14]([C:15]([OH:17])=[O:16])=[C:6]2[C:4]([OH:5])=[O:3])=[CH:31][CH:32]=1)([CH3:39])[CH3:38] |f:1.2|. Run in O1CCOCC1 (dioxane). Reaction conditions: temperature 80 celsius. The reactants are C(C)OC(=O)C=1N(C2=CC=C(C=C2C1C(=O)OCC)C1=NC=C(C=C1)C(F)(F)F)C1=CC=C(C=C1)OC(C)C (1-(4-Isopropoxyphenyl)-5-(5-trifluoromethylpyridin-2-yl)indole-2,3-dicarb-oxylic acid diethyl ester), [OH-].[Na+] (NaOH), Cl (HCl). Run at time 8 hour. As a reaction SMILES: [SH:1][C:2]([CH:5]1[O:10][C:8](=[O:9])[CH:7]([CH2:11][SH:12])[CH2:6]1)([CH3:4])[CH3:3]>C(Cl)Cl.C(Br)C=C.CCOCC>[CH2:4]([S:1][C:2]([CH:5]1[O:10][C:8](=[O:9])[CH:7]([CH2:11][S:12][CH2:7][CH:6]=[CH2:5])[CH2:6]1)([CH3:4])[CH3:3])[CH:2]=[CH2:3]. Starting materials: SC(C)(C)C1CC(C(=O)O1)CS (4-(1-mercapto-1-methylethyl)-2-mercaptomethyl-4-butanolide). Reported procedure: To a solution of 4-(1-mercapto-1-methylethyl)-2-mercaptomethyl-4-butanolide (0.24 g) in methylene chloride (3 ml), allyl bromide (1.0 ml) and N,N-(diisopropyl)ethylamine (1.0 ml) were added under nitrogen atmosphere. The mixture was stirred overnight at room temperature. The mixture was diluted with ether (50 ml) and washed with 2N hydrochloric acid and saturated sodium chloride solution. The organic layer was dried over anhydrous sodium sulfate and concentrated in vacuo. The oily residue was pu... Product: C(C=C)SC(C)(C)C1CC(C(=O)O1)CSCC=C (4-(1-allylthio-1-methylethyl)-2-allylthiomethyl-4-butanolide). Solvent: C(Cl)Cl (methylene chloride), C(C=C)Br (allyl bromide), N,N-(diisopropyl)ethylamine, CCOCC (ether). The reactants are ester, ClC=1C(C(=C(C(C1Cl)=O)C#N)C#N)=O (2,3-dichloro-5,6-dicyano-1,4-benzoquinone), C[Si](C)(C)N(C(C(F)(F)F)=O)[Si](C)(C)C (bis(trimethylsilyl)trifluoroacetamide), FC(S(=O)(=O)O)(F)F (trifluoromethanesulfonic acid), C1(=CC=CC=C1)C (toluene), COC(CC(=O)C)=O (Methylacetoacetate). Run in CC(=O)C (acetone), C(Cl)Cl (methylene chloride). Conditions: time 24 hour. The product is CN1C2=C[C@@H]([C@H]3[C@@H]4CC[C@@H]([C@@]4(C)CC[C@@H]3[C@]2(CCC1=O)C)O)C (4,7β-Dimethyl-4-aza-Androst-5-en-3-one-17β-ol). As a reaction SMILES: Cl[C:2]1[C:3](=[O:14])[C:4]([C:12]#N)=[C:5]([C:10]#N)[C:6](=O)[C:7]=1Cl.C[Si]([N:19]([Si](C)(C)C)[C:20](=O)C(F)(F)F)(C)C.F[C:31](F)(F)S(O)(=O)=O.C[O:39][C:40](=O)[CH2:41][C:42](C)=O.[C:46]1([CH3:52])[CH:51]=[CH:50][CH:49]=[CH:48][CH:47]=1>CC(C)=O.C(Cl)Cl>[CH3:20][N:19]1[C:40](=[O:39])[CH2:41][CH2:42][C@@:49]2([CH3:31])[C:48]1=[CH:47][C@H:46]([CH3:52])[C@@H:51]1[C@@H:50]2[CH2:12][CH2:4][C@@:5]2([CH3:10])[C@H:6]1[CH2:7][CH2:2][C@@H:3]2[OH:14]. Procedure: To a dry toluene solution of the ester 52 (361 mg, 1.0 mmole) under N2 was added 2,3-dichloro-5,6-dicyano-1,4-benzoquinone (266 mg, 1.13 mmole), bis(trimethylsilyl)trifluoroacetamide (1.07 ml, 4 mmole) and trifluoromethanesulfonic acid (7 ml, 0.077 mmole) and the clear red solution stirred at room temperature for 24 hours. Methylacetoacetate (11 ml, 0.1 mmole) was added and after stirring for 1 hour at room temperature the solution was refluxed for 24 hours. The reaction mix was concentrated in ... Reactants: C(C)N(CC)S(F)(F)F (Diethylaminosulfur trifluoride), F.N1=CC=CC=C1 (pyridine hydrogen fluoride), C(C)N1CCN(CC1)C1=NC(=CC2=CC=CC=C12)C1=NC=C(C=C1)CCCO (1-(1-ethylpiperazin-4-yl)-3-[5-(3-hydroxypropyl)pyridin-2-yl]isoquinoline). Solvent: C(Cl)Cl (methylene chloride), C(Cl)Cl (methylene chloride). Conditions: time 2 hour. Yields the product C(C)N1CCN(CC1)C1=NC(=CC2=CC=CC=C12)C=1C=CC(=NC1)CCCF (1-(1-ethylpiperazin-4-yl)-3-[2-(3-fluoropropyl)pyridin-5-yl]isoquinoline). Yield: 5.0%. RXN SMILES: [CH2:1]([N:3](S(F)(F)F)[CH2:4][CH3:5])[CH3:2].[FH:10].[N:11]1[CH:16]=CC=CC=1.C(N1[CH2:24][CH2:23][N:22]([C:25]2[C:34]3[C:29](=[CH:30][CH:31]=[CH:32][CH:33]=3)[CH:28]=[C:27]([C:35]3[CH:40]=[CH:39][C:38]([CH2:41][CH2:42][CH2:43]O)=CN=3)[N:26]=2)CC1)C>C(Cl)Cl>[CH2:1]([N:3]1[CH2:24][CH2:23][N:22]([C:25]2[C:34]3[C:29](=[CH:30][CH:31]=[CH:32][CH:33]=3)[CH:28]=[C:27]([C:35]3[CH:40]=[CH:39][C:38]([CH2:41][CH2:42][CH2:43][F:10])=[N:11][CH:16]=3)[N:26]=2)[CH2:5][CH2:4]1)[CH3:2] |f:1.2|. Procedure: Diethylaminosulfur trifluoride (53 ml) and pyridine hydrogen fluoride (320 ml) were dissolved in methylene chloride (3 ml), followed by the addition of 1-(1-ethylpiperazin-4-yl)-3-[5-(3-hydroxypropyl)pyridin-2-yl]isoquinoline (152 mg)/methylene chloride (2 ml) solution in nitrogen atmosphere at −70° C. After the cooling bath was removed, subsequently, the resulting mixture was stirred for 2 hr. The reaction solution was diluted with methylene chloride, washed sequentially with an aqueous solutio... The reactants are C(C1=CC=CC=C1)OC(C(CC(=O)N(C)OC)NC(=O)OC(C)(C)C)=O (2-tert-butoxycarbonylamino-N-methoxy-N-methyl succinamic acid benzyl ester), CC(C)C[AlH]CC(C)C (DIBAL-H). The solvent is C1CCOC1 (THF). Run at time 1.5 hour. Product: C(C1=CC=CC=C1)OC(C(CC=O)NC(=O)OC(C)(C)C)=O (2-tert-Butoxycarbonylamino-4-oxo-butyric acid benzyl ester). RXN SMILES: [CH2:1]([O:8][C:9](=[O:26])[CH:10]([NH:18][C:19]([O:21][C:22]([CH3:25])([CH3:24])[CH3:23])=[O:20])[CH2:11][C:12](N(OC)C)=[O:13])[C:2]1[CH:7]=[CH:6][CH:5]=[CH:4][CH:3]=1.CC(C[AlH]CC(C)C)C>C1COCC1>[CH2:1]([O:8][C:9](=[O:26])[CH:10]([NH:18][C:19]([O:21][C:22]([CH3:24])([CH3:23])[CH3:25])=[O:20])[CH2:11][CH:12]=[O:13])[C:2]1[CH:7]=[CH:6][CH:5]=[CH:4][CH:3]=1. Reported procedure: To 2-tert-butoxycarbonylamino-N-methoxy-N-methyl succinamic acid benzyl ester (0.50 g, 1.36 mmol) in THF (5 mL) at −78° C. was added DIBAL-H (0.233 g, 1.67 mmol) dropwise. The mixture was stirred for 1.5 h and monitored by TLC. When completed the reaction was quenched with 5 mL of saturated solution of Rochell salt (KNaC4H4O6.4H2O) (potassium sodium tartrate) and extracted with EtOAc (2×10 mL). The organic layer was washed with H2O, brine, dried over Na2SO4, filtered and concentrated in vacuo to... The product is CS(=O)c1n[nH]c(-c2cc(C(C)(C)C)c(O)c(C(C)(C)C)c2)n1. As a reaction SMILES: [CH3:1][C:2]([CH3:3])([CH3:4])[c:5]1[c:6]([OH:22])[c:7]([C:18]([CH3:19])([CH3:20])[CH3:21])[cH:8][c:9](-[c:11]2[nH:12][n:13][c:14]([S:16][CH3:17])[n:15]2)[cH:10]1.[CH3:24][CH2:25][OH:26].[Mg:23].[OH2:27]>>[CH3:1][C:2]([CH3:3])([CH3:4])[c:5]1[c:6]([OH:22])[c:7]([C:18]([CH3:19])([CH3:20])[CH3:21])[cH:8][c:9](-[c:11]2[nH:12][n:13][c:14]([S:16]([CH3:17])=[O:26])[n:15]2)[cH:10]1. Reactants: CSc1n[nH]c(-c2cc(C(C)(C)C)c(O)c(C(C)(C)C)c2)n1, CCO, [Mg], O.